Dataset: the Open Reaction Database (ORD), a public repository of structured organic reaction records. Task: describe an organic reaction: reactants, conditions, products, and yield Starting materials: CS(C)=O, CN(C)c1cc(C(O)CS(C)(=O)=O)cc(N(C)C)c1Cl, N#CCCNc1ccccc1. Product: CN(C)c1cc(CC(C#N)=CNc2ccccc2)cc(N(C)C)c1Cl. As a reaction SMILES: [CH3:32][S:33]([CH3:34])=[O:35].[Cl:1][c:2]1[c:3]([N:18]([CH3:19])[CH3:20])[cH:4][c:5]([CH:6]([OH:7])[CH2:8][S:9]([CH3:10])(=[O:11])=[O:12])[cH:13][c:14]1[N:15]([CH3:16])[CH3:17].[NH:21]([c:22]1[cH:23][cH:24][cH:25][cH:26][cH:27]1)[CH2:28][CH2:29][C:30]#[N:31]>>[Cl:1][c:2]1[c:3]([N:18]([CH3:19])[CH3:20])[cH:4][c:5]([CH2:6][C:29](=[CH:28][NH:21][c:22]2[cH:23][cH:24][cH:25][cH:26][cH:27]2)[C:30]#[N:31])[cH:13][c:14]1[N:15]([CH3:16])[CH3:17].